Dataset: the Open Reaction Database (ORD), a public repository of structured organic reaction records. Task: describe an organic reaction: reactants, conditions, products, and yield Starting materials: C(=O)C1=CC=C(CN(CCCCCCC(=O)OCC)S(=O)(=O)C)C=C1 (ethyl 7-[(4-formyl-benzyl)-methanesulfonyl-amino]-heptanoate), O (Water), Cl (HCl), C(CC1=CC=CC=C1)[Mg]Cl (Phenethylmagnesium chloride). The solvent is C(Cl)Cl (CH2Cl2). Conditions: time 24 hour. Product: C(C)OC(CCCCCCN(S(=O)(=O)C)CC1=CC=C(C=C1)C(CCC1=CC=CC=C1)O)=O (Ethyl-7-{[4-(1-Hydroxy-3-phenyl-propyl)-benzyl]-methanesulfonyl-amino}-heptanoate). Isolated yield 15.6%. Reaction SMILES: [CH:1]([C:3]1[CH:25]=[CH:24][C:6]([CH2:7][N:8]([S:20]([CH3:23])(=[O:22])=[O:21])[CH2:9][CH2:10][CH2:11][CH2:12][CH2:13][CH2:14][C:15]([O:17][CH2:18][CH3:19])=[O:16])=[CH:5][CH:4]=1)=[O:2].[CH2:26]([Mg]Cl)[CH2:27][C:28]1[CH:33]=[CH:32][CH:31]=[CH:30][CH:29]=1.O.Cl>C(Cl)Cl>[CH2:18]([O:17][C:15](=[O:16])[CH2:14][CH2:13][CH2:12][CH2:11][CH2:10][CH2:9][N:8]([CH2:7][C:6]1[CH:5]=[CH:4][C:3]([CH:1]([OH:2])[CH2:26][CH2:27][C:28]2[CH:33]=[CH:32][CH:31]=[CH:30][CH:29]=2)=[CH:25][CH:24]=1)[S:20]([CH3:23])(=[O:22])=[O:21])[CH3:19]. Reported procedure: A solution of ethyl 7-[(4-formyl-benzyl)-methanesulfonyl-amino]-heptanoate (200 mg, 0.54 mmol) in CH2Cl2 (2.5 mL) was cooled to 0° C. Phenethylmagnesium chloride (0.6 mL, 1M in THF, 0.6 mmol) was added dropwise and the reaction mixture was stirred at room temperature for 24 h. Water and HCl (1N) were added and the aqueous solution was extracted with CH2Cl2. The organic solution was washed with water (1×) followed by brine (1×), dried over MgSO4, filtered, and concentrated in vacuo. The product w... The reactants are C(=O)=O.CC(=O)C (dry ice acetone), C(C)OC(=O)C1=C(C=2N(C=3C=CC=CC3C2O1)C)OC (3-methoxy-4-methyl-4H-furo[3,2-b]indole-2-carboxylic acid ethyl ester), ice water, N (ammonia). The reagents and catalysts are ferric nitrate. Solvent: O1CCCC1 (tetrahydrofuran). Reaction conditions: time 16 hour. The product is COC1=C(OC2=C1N(C=1C=CC=CC21)C)C(=O)N (3-Methoxy-4-methyl-4H-furo[3,2-b]indole-2-carboxamide). Isolated yield 79.0%. As a reaction SMILES: C(=O)=O.CC(C)=O.[NH3:8].C([O:11][C:12]([C:14]1[O:25][C:24]2[C:23]3[CH:22]=[CH:21][CH:20]=[CH:19][C:18]=3[N:17]([CH3:26])[C:16]=2[C:15]=1[O:27][CH3:28])=O)C>O1CCCC1>[CH3:28][O:27][C:15]1[C:16]2[N:17]([CH3:26])[C:18]3[CH:19]=[CH:20][CH:21]=[CH:22][C:23]=3[C:24]=2[O:25][C:14]=1[C:12]([NH2:8])=[O:11] |f:0.1|. Procedure: A flask fitted with a Dewar condenser containing dry ice/acetone was cooled in a dry ice/acetone bath and charged with 350 ml of anhydrous ammonia. A few crystals of hydrated ferric nitrate catalyst were added, and the cooling bath was removed. Lithium amide was then generated by the addition, over one hour, of 1.78 g (0.26 mole) of freshly cut lithium metal ribbon. After the addition of 65 ml of cold tetrahydrofuran, a solution of 16.5 g (0.060 mole) of 3-methoxy-4-methyl-4H-furo[3,2-b]indole-2... The reactants are N(=NC(CCC(=O)O)(C)C#N)C(CCC(=O)O)(C)C#N (4,4′-Azobis(4-cyanovaleric acid)), C(C1=CC=CC=C1)(=S)SSC(C1=CC=CC=C1)=S (bis(thiobenzoyl)disulfide), S1C=C(C=C1)CCOC(CCC(C)(SC(=S)C1=CC=CC=C1)C#N)=O ((thiophen-3-yl)ethyl-4-cyano-4-(phenylcarbonothioylthio)pentanoate). The solvent is C(C)(=O)OCC (ethyl acetate). The product is C(#N)C(CCC(=O)O)(C)SC(C1=CC=CC=C1)=S (4-cyano-4-((thiobenzoyl)sulfanyl)-pentanoic acid). RXN SMILES: S1C=CC(CC[O:8][C:9](=[O:25])[CH2:10][CH2:11][C:12]([C:23]#[N:24])([S:14][C:15]([C:17]2[CH:22]=[CH:21][CH:20]=[CH:19][CH:18]=2)=[S:16])[CH3:13])=C1.N(C(C#N)(C)CCC(O)=O)=NC(C#N)(C)CCC(O)=O.C(SSC(=S)C1C=CC=CC=1)(=S)C1C=CC=CC=1>C(OCC)(=O)C>[C:23]([C:12]([S:14][C:15](=[S:16])[C:17]1[CH:18]=[CH:19][CH:20]=[CH:21][CH:22]=1)([CH3:13])[CH2:11][CH2:10][C:9]([OH:25])=[O:8])#[N:24]. Procedure: The synthesis scheme for (thiophen-3-yl)ethyl-4-cyano-4-(phenylcarbonothioylthio)pentanoate is shown in FIG. 15 and is performed as follows. First, the intermediary molecule, 4-Cyano-4-((thiobenzoyl)sulfanyl)pentanoic acid is synthesized by dissolving 4,4′-Azobis(4-cyanovaleric acid) (4.19 g, 0.0149 mol) and bis(thiobenzoyl)disulfide (3.07 g, 0.01 mol) in ethyl acetate (200 mL) in a 500 mL round-bottom flask equipped with a condenser. The mixture is degassed by bubbling with nitrogen and heated ... Reactants: CC(NC(=O)OC(C)(C)C)C(=O)O, CCN1CCOCC1, CCOC(C)=O, C1CCOC1, O=C(O)C1CCCN1, On1nnc2ccccc21. Yields the product CC(NC(=O)OC(C)(C)C)C(=O)N1CCCC1C(=O)O. RXN SMILES: [C:9]([CH3:10])([CH3:11])([CH3:12])[O:13][C:14](=[O:15])[NH:16][CH:17]([CH3:18])[C:19](=[O:20])[OH:21].[CH2:32]([N:33]1[CH2:34][CH2:35][O:36][CH2:37][CH2:38]1)[CH3:39].[CH3:40][CH2:41][O:42][C:43](=[O:44])[CH3:45].[O:46]1[CH2:47][CH2:48][CH2:49][CH2:50]1.[OH:1][C:2](=[O:3])[CH:4]1[CH2:5][CH2:6][CH2:7][NH:8]1.[OH:22][n:23]1[c:24]2[cH:25][cH:26][cH:27][cH:28][c:29]2[n:30][n:31]1>>[OH:1][C:2](=[O:3])[CH:4]1[CH2:5][CH2:6][CH2:7][N:8]1[C:19]([CH:17]([NH:16][C:14]([O:13][C:9]([CH3:10])([CH3:11])[CH3:12])=[O:15])[CH3:18])=[O:20].